From a dataset of the Open Reaction Database (ORD), a public repository of structured organic reaction records. describe an organic reaction: reactants, conditions, products, and yield Starting materials: C(CCC)[Li] (Butyl lithium), solution, COC=1C=CC2=C(SC=C2)C1 (6-methoxybenzo[b]thiophene), C1CO1 (Ethylene oxide), Cl (HCl). Run in O1CCCC1 (tetrahydrofuran). Conditions: temperature -30 celsius, time 10 minute. The product is COC=1C=CC2=C(SC(=C2)CCO)C1 (6-methoxybenzo[b]thiophene-2-ethanol). As a reaction SMILES: C([Li])CCC.[CH3:6][O:7][C:8]1[CH:9]=[CH:10][C:11]2[CH:15]=[CH:14][S:13][C:12]=2[CH:16]=1.[CH2:17]1[O:19][CH2:18]1.Cl>O1CCCC1>[CH3:6][O:7][C:8]1[CH:9]=[CH:10][C:11]2[CH:15]=[C:14]([CH2:17][CH2:18][OH:19])[S:13][C:12]=2[CH:16]=1. Reported procedure: Butyl lithium (0.27 mol of a 2.5 M solution) was added dropwise to 6-methoxybenzo[b]thiophene [prepared analogous to the procedure described in J. Med. Chem. 1989, 32(12), 2548-2554] (0.25 mol) in tetrahydrofuran (1000 ml), stirred at −30° C. The mixture was stirred for 10 minutes at −30° C. Ethylene oxide (0.38 mol in 100 ml tetrahydrofuran) was added dropwise at −30° C. The mixture was allowed to warm to room temperature and stirred for 3 hours. The mixture was acidified with dilute HCl soluti... The product is O=C(O)c1cnc(N2CCC(Oc3ccccc3C(F)(F)F)C2)s1. Reactants: COC(=O)c1cnc(N2CCC(Oc3ccccc3C(F)(F)F)C2)s1, [Na+], [OH-]. As a reaction SMILES: [F:1][C:2]([c:3]1[c:4]([O:5][CH:6]2[CH2:7][N:8]([c:11]3[s:12][c:13]([C:16](=[O:17])[O:18][CH3:19])[cH:14][n:15]3)[CH2:9][CH2:10]2)[cH:20][cH:21][cH:22][cH:23]1)([F:24])[F:25].[Na+:27].[OH-:26]>>[F:1][C:2]([c:3]1[c:4]([O:5][CH:6]2[CH2:7][N:8]([c:11]3[s:12][c:13]([C:16](=[O:17])[OH:18])[cH:14][n:15]3)[CH2:9][CH2:10]2)[cH:20][cH:21][cH:22][cH:23]1)([F:24])[F:25]. The reactants are [Cl-].C1(=CC=CC=C1)[N+]#N (benzenediazonium chloride), NC1=CC=CC=C1 (aniline), NC=1N=C(NC(C1)=O)CC1=CC=CC=C1 (4-amino-2-benzylpyrimid-6-one), [OH-].[Na+] (sodium hydroxide). The solvent is O (water). Run at time 1 hour. Product: NC=1N=C(NC(C1N=NC1=CC=CC=C1)=O)CC1=CC=CC=C1 (4-amino-2-benzyl-5-phenylazopyrimid-6-one). RXN SMILES: [Cl-].[C:2]1([N+:8]#[N:9])[CH:7]=[CH:6][CH:5]=[CH:4][CH:3]=1.NC1C=CC=CC=1.[NH2:17][C:18]1[N:19]=[C:20]([CH2:25][C:26]2[CH:31]=[CH:30][CH:29]=[CH:28][CH:27]=2)[NH:21][C:22](=[O:24])[CH:23]=1.[OH-].[Na+]>O>[NH2:17][C:18]1[N:19]=[C:20]([CH2:25][C:26]2[CH:31]=[CH:30][CH:29]=[CH:28][CH:27]=2)[NH:21][C:22](=[O:24])[C:23]=1[N:9]=[N:8][C:2]1[CH:7]=[CH:6][CH:5]=[CH:4][CH:3]=1 |f:0.1,4.5|. Procedure details: A cold solution of benzenediazonium chloride (prepared by the method well known in the art, from 2 g. aniline) was added dropwise with stirring to a solution of 4-amino-2-benzylpyrimid-6-one (4 g.) and sodium hydroxide (1.6 g.) in water (50 ml.) at 5° C. After stirring for a further 1 hour, the solid was filtered off and recrystallised from a mixture of dimethylformamide and water (4:1 v/v) to give 4-amino-2-benzyl-5-phenylazopyrimid-6-one (3.8 g.) in the form of orange needles, which decomposed... Starting materials: CCO, CNC, Clc1nc(Cl)c2sccc2n1. Yields the product CN(C)c1nc(Cl)nc2ccsc12. Reaction SMILES: [CH3:15][CH2:16][OH:17].[CH3:1][NH:2][CH3:3].[Cl:4][c:5]1[n:6][c:7]([Cl:14])[c:8]2[c:9]([n:10]1)[cH:11][cH:12][s:13]2>>[CH3:1][N:2]([CH3:3])[c:7]1[n:6][c:5]([Cl:4])[n:10][c:9]2[c:8]1[s:13][cH:12][cH:11]2.